This data is from the Open Reaction Database (ORD), a public repository of structured organic reaction records. The task is: describe an organic reaction: reactants, conditions, products, and yield The reactants are C(=O)(OC(C)(C)C)N[C@@H](CC(C)C)C(=O)O (BOC-L-Leucine), CNC([C@@H](N)CC1=CC=C(C=C1)OC)=O (O-methyl-L-tyrosine N-Methylamide), Cl.C(C)N=C=NCCCN(C)C (N-ethyl-N'-(3-dimethylaminopropyl)carbodiimide hydrochloride), CN1CCOCC1 (N-methyl morpholine). Solvent: C(Cl)Cl (CH2Cl2), CN(C)C=O (DMF), C(Cl)Cl (CH2Cl2). Reaction conditions: time 15 minute. The product is CNC([C@@H](NC([C@@H](NC(=O)OC(C)(C)C)CC(C)C)=O)CC1=CC=C(C=C1)OC)=O (N-(Tertiarybutoxycarbonyl)-L-leucyl-O-methyl-L-tyrosine N-methylamide). RXN SMILES: [C:1]([NH:8][C@H:9]([C:14]([OH:16])=O)[CH2:10][CH:11]([CH3:13])[CH3:12])([O:3][C:4]([CH3:7])([CH3:6])[CH3:5])=[O:2].Cl.C(N=C=NCCCN(C)C)C.CN1CCOCC1.[CH3:36][NH:37][C:38](=[O:50])[C@H:39]([CH2:41][C:42]1[CH:47]=[CH:46][C:45]([O:48][CH3:49])=[CH:44][CH:43]=1)[NH2:40]>C(Cl)Cl.CN(C=O)C>[CH3:36][NH:37][C:38](=[O:50])[C@H:39]([CH2:41][C:42]1[CH:43]=[CH:44][C:45]([O:48][CH3:49])=[CH:46][CH:47]=1)[NH:40][C:14](=[O:16])[C@H:9]([CH2:10][CH:11]([CH3:12])[CH3:13])[NH:8][C:1]([O:3][C:4]([CH3:5])([CH3:6])[CH3:7])=[O:2] |f:1.2|. Procedure: To a solution of BOC-L-Leucine (5.26 g, 0.021M) in CH2Cl2 (40 ml) and DMF (10 ml) stirred at 0° was added N-ethyl-N'-(3-dimethylaminopropyl)carbodiimide hydrochloride (4 g, 0.021M). After 15 min., N-methyl morpholine (0.021M) was added followed by, after a further 10 min. at 0°, a solution of O-methyl-L-tyrosine N-Methylamide (4.3 g, 0.019M) in CH2Cl2. The reaction mixture was allowed to warm to room temperature and stirred overnight. The reaction was then concentrated in vacuo, and the residue ...